This data is from the Open Reaction Database (ORD), a public repository of structured organic reaction records. The task is: describe an organic reaction: reactants, conditions, products, and yield Reactants: O=C([O-])[O-], C1CCOC1, COc1ccc(N)cc1, CCOC(=O)c1cnc2ccc(OC)nc2c1Cl, [K+], [K+]. Product: CCOC(=O)c1cnc2ccc(OC)nc2c1Nc1ccc(OC)cc1. As a reaction SMILES: [C:28](=[O:29])([O-:30])[O-:31].[CH2:34]1[O:35][CH2:36][CH2:37][CH2:38]1.[CH3:19][O:20][c:21]1[cH:22][cH:23][c:24]([NH2:25])[cH:26][cH:27]1.[Cl:1][c:2]1[c:3]([C:14](=[O:15])[O:16][CH2:17][CH3:18])[cH:4][n:5][c:6]2[cH:7][cH:8][c:9]([O:12][CH3:13])[n:10][c:11]12.[K+:32].[K+:33]>>[c:2]1([NH:25][c:24]2[cH:23][cH:22][c:21]([O:20][CH3:19])[cH:27][cH:26]2)[c:3]([C:14](=[O:15])[O:16][CH2:17][CH3:18])[cH:4][n:5][c:6]2[cH:7][cH:8][c:9]([O:12][CH3:13])[n:10][c:11]12. Reaction conditions: time 30 minute. Yields the product BrC1=CC(=C(C=C1)O)CO (4-bromo-2-hydroxymethylphenol). The reactants are BrC1=CC=C(C(C(=O)O)=C1)O (5-bromosalicylic acid), [H-].[H-].[H-].[H-].[Li+].[Al+3] (LiAlH4), Cl (HCl), C(C)(=O)OCC (ethyl acetate). Run in CCOCC (ether), CCOCC (ether). RXN SMILES: [Br:1][C:2]1[CH:10]=[C:6]([C:7](O)=[O:8])[C:5]([OH:11])=[CH:4][CH:3]=1.[H-].[H-].[H-].[H-].[Li+].[Al+3].Cl.C(OCC)(=O)C>CCOCC>[Br:1][C:2]1[CH:3]=[CH:4][C:5]([OH:11])=[C:6]([CH2:7][OH:8])[CH:10]=1 |f:1.2.3.4.5.6|. Procedure: Under ice cooling, the solution of 5-bromosalicylic acid (21.7 g) in ether (200 ml) was slowly added dropwise to the suspension of LiAlH4 (5.7 g) in ether (200 ml). After stirring at room temperature for 30 minutes, the reaction solution was slowly poured into 3N HCl with floating ice for extraction with ethyl acetate. The organic phase was washed with saturated sodium chloride solution, and dried over anhydrous sodium sulfate. The oily residue generated after the evaporation of the solvent unde... Yield: 76.3%. Starting materials: CO, Cl, O=C(O)CCCCc1ccccc1. The product is COC(=O)CCCCc1ccccc1. As a reaction SMILES: [CH3:15][OH:16].[ClH:14].[c:1]1([CH2:7][CH2:8][CH2:9][CH2:10][C:11](=[O:12])[OH:13])[cH:2][cH:3][cH:4][cH:5][cH:6]1>>[c:1]1([CH2:7][CH2:8][CH2:9][CH2:10][C:11](=[O:12])[O:13][CH3:15])[cH:2][cH:3][cH:4][cH:5][cH:6]1. The reactants are C1CCNCC1, CCOC(C)=O, Cc1nn(-c2ccc(Cl)cc2)c(C)c1C(=O)CCl. Reaction SMILES: [CH2:19]1[CH2:20][CH2:21][NH:22][CH2:23][CH2:24]1.[CH3:25][CH2:26][O:27][C:28](=[O:29])[CH3:30].[Cl:1][CH2:2][C:3](=[O:4])[c:5]1[c:6]([CH3:18])[n:7][n:8](-[c:11]2[cH:12][cH:13][c:14]([Cl:17])[cH:15][cH:16]2)[c:9]1[CH3:10]>>[CH2:2]([C:3](=[O:4])[c:5]1[c:6]([CH3:18])[n:7][n:8](-[c:11]2[cH:12][cH:13][c:14]([Cl:17])[cH:15][cH:16]2)[c:9]1[CH3:10])[N:22]1[CH2:21][CH2:20][CH2:19][CH2:24][CH2:23]1. The product is Cc1nn(-c2ccc(Cl)cc2)c(C)c1C(=O)CN1CCCCC1. Starting materials: O=[N+]([O-])c1ccc(Cl)nc1, [F-], [K+], CN(C)C=O, CS(=O)(=O)Nc1ccc(Oc2ccc3c(c2)CCC(c2cccc(O)c2)O3)nc1. Product: CS(=O)(=O)Nc1ccc(Oc2ccc3c(c2)CCC(c2cccc(Oc4ccc([N+](=O)[O-])cn4)c2)O3)nc1. RXN SMILES: [Cl:32][c:33]1[n:34][cH:35][c:36]([N+:39](=[O:40])[O-:41])[cH:37][cH:38]1.[F-:1].[K+:2].[O:42]=[CH:43][N:44]([CH3:45])[CH3:46].[OH:3][c:4]1[cH:5][c:6]([CH:10]2[O:11][c:12]3[cH:13][cH:14][c:15]([O:20][c:21]4[cH:22][cH:23][c:24]([NH:27][S:28](=[O:29])(=[O:30])[CH3:31])[cH:25][n:26]4)[cH:16][c:17]3[CH2:18][CH2:19]2)[cH:7][cH:8][cH:9]1>>[O:3]([c:4]1[cH:5][c:6]([CH:10]2[O:11][c:12]3[cH:13][cH:14][c:15]([O:20][c:21]4[cH:22][cH:23][c:24]([NH:27][S:28](=[O:29])(=[O:30])[CH3:31])[cH:25][n:26]4)[cH:16][c:17]3[CH2:18][CH2:19]2)[cH:7][cH:8][cH:9]1)[c:33]1[n:34][cH:35][c:36]([N+:39](=[O:40])[O-:41])[cH:37][cH:38]1.